From a dataset of the Open Reaction Database (ORD), a public repository of structured organic reaction records. describe an organic reaction: reactants, conditions, products, and yield Reactants: C(CCC)[Sn](C(=C)OCC)(CCCC)CCCC (tributyl(1-ethoxyvinyl)tin), BrC=1C=C2C(=NC1)OCO2 (6-Bromo-[1,3]dioxolo[4,5-b]pyridine), O (water), CCOC(=O)C (EtOAc). The reagents and catalysts are C=1C=CC(=CC1)[P](C=2C=CC=CC2)(C=3C=CC=CC3)[Pd]([P](C=4C=CC=CC4)(C=5C=CC=CC5)C=6C=CC=CC6)([P](C=7C=CC=CC7)(C=8C=CC=CC8)C=9C=CC=CC9)[P](C=1C=CC=CC1)(C=1C=CC=CC1)C=1C=CC=CC1 (Tetrakistriphenylphosphinepalladium(0)). The solvent is CN(C)C=O (DMF). Reaction conditions: temperature 65 celsius, time 8 hour. The product is O1COC2=NC=C(C=C21)C(C)=O (1-[1,3]Dioxolo[4,5-b]pyridin-6-yl-ethanone). RXN SMILES: Br[C:2]1[CH:3]=[C:4]2[O:10][CH2:9][O:8][C:5]2=[N:6][CH:7]=1.C([Sn](CCCC)(CCCC)[C:16]([O:18]CC)=[CH2:17])CCC.O.CCOC(C)=O>CN(C=O)C.C1C=CC([P]([Pd]([P](C2C=CC=CC=2)(C2C=CC=CC=2)C2C=CC=CC=2)([P](C2C=CC=CC=2)(C2C=CC=CC=2)C2C=CC=CC=2)[P](C2C=CC=CC=2)(C2C=CC=CC=2)C2C=CC=CC=2)(C2C=CC=CC=2)C2C=CC=CC=2)=CC=1>[O:10]1[C:4]2[C:5](=[N:6][CH:7]=[C:2]([C:16](=[O:18])[CH3:17])[CH:3]=2)[O:8][CH2:9]1 |^1:44,46,65,84|. Procedure: A round-bottomed flask was charged with 6-Bromo-[1,3]dioxolo[4,5-b]pyridine IM13 (1.74 g, 8.61 mmol) in DMF (25 ml) under N2 and tributyl(1-ethoxyvinyl)tin (3.65 ml, 10.8 mmol) was added. Tetrakistriphenylphosphinepalladium(0) (0.50 g, 0.43 mmol) was added and the solution was stirred at 65° C. overnight. The mixture was added to water and EtOAc and the phases were separated. The org phase was washed with brine, dried (MgSO4) filtered and was rotovaped. The residue was dissolved in THF (100 ml),... Starting materials: C, CNC, Cc1ccccc1, [H][H], CCC(C)(C)c1cc(-n2nc3ccccc3[n+]2[O-])c(O)c(C(C)(C)CC)c1, [Pt]. Yields the product CCC(C)(C)c1cc(-n2nc3ccccc3n2)c(O)c(C(C)(C)CC)c1. Reaction SMILES: [C:40].[CH3:28][NH:29][CH3:30].[CH3:33][c:34]1[cH:35][cH:36][cH:37][cH:38][cH:39]1.[H:31][H:32].[OH:1][c:2]1[c:3](-[n:18]2[n:19][c:20]3[c:21]([n+:22]2[O-:23])[cH:24][cH:25][cH:26][cH:27]3)[cH:4][c:5]([C:13]([CH3:14])([CH3:15])[CH2:16][CH3:17])[cH:6][c:7]1[C:8]([CH3:9])([CH3:10])[CH2:11][CH3:12].[Pt:41]>>[OH:1][c:2]1[c:3](-[n:18]2[n:19][c:20]3[c:21]([n:22]2)[cH:24][cH:25][cH:26][cH:27]3)[cH:4][c:5]([C:13]([CH3:14])([CH3:15])[CH2:16][CH3:17])[cH:6][c:7]1[C:8]([CH3:9])([CH3:10])[CH2:11][CH3:12]. The reactants are [OH-].[Na+] (sodium hydroxide), C(C)N (ethylamine), ClS(=O)(=O)O (chlorosulfonic acid), C1(=CC=CC=C1)C1CCCCC1 (phenylcyclohexane), ClS(=O)(=O)O (chlorosulfonic acid). Run in O (water). Run at temperature 25 celsius, time 4 hour. Yields the product C(C)NS(=O)(=O)C1=C(C=CC=C1)C1CCCCC1 (N-ethyl cyclohexylbenzene sulfonamide). Yield: 28.9%. Reaction SMILES: Cl[S:2]([OH:5])(=O)=[O:3].[C:6]1([CH:12]2[CH2:17][CH2:16][CH2:15][CH2:14][CH2:13]2)[CH:11]=[CH:10][CH:9]=[CH:8][CH:7]=1.[OH-].[Na+].[CH2:20]([NH2:22])[CH3:21]>O>[CH2:20]([NH:22][S:2]([C:7]1[CH:8]=[CH:9][CH:10]=[CH:11][C:6]=1[CH:12]1[CH2:17][CH2:16][CH2:15][CH2:14][CH2:13]1)(=[O:5])=[O:3])[CH3:21] |f:2.3|. Procedure: A 1 liter flask equipped as in Example 2 was charged with 254 gms (2.18 moles) of chlorosulfonic acid, and then 100 gms (0.62 moles) of phenylcyclohexane was added to the stirred chlorosulfonic acid over a 11/2 hour period at 25° C. to 30° C. under N2. The mixture was stirred at 25° C. under N2 for 4 hours and then it was added to a mixture of 376 gms of 50 percent sodium hydroxide (4.7 moles), 500 mls of deionized water and 40 gms (0.62 moles) of 70 percent ethylamine at 40° C. to 50° C. over a... Reactants: FC1C(C1)(C(=O)Cl)C (2-fluoro-1-methylcyclopropane-carbonyl chloride), C(C)O (ethanol). The reagents and catalysts are S(O)(O)(=O)=O (sulphuric acid). Product: FC1C(C1)(C(=O)OCC)C (ethyl 2-fluoro-1-methyl-cyclopropanecarboxylate). Yield: 85.0%. As a reaction SMILES: [F:1][CH:2]1[CH2:4][C:3]1([CH3:8])[C:5](Cl)=[O:6].[CH2:9]([OH:11])[CH3:10]>S(=O)(=O)(O)O>[F:1][CH:2]1[CH2:4][C:3]1([CH3:8])[C:5]([O:11][CH2:9][CH3:10])=[O:6]. Procedure details: 40 ml of ethanol are added dropwise at 20° C. and with stirring to 20 g (0.12 mol) of 2-fluoro-1-methylcyclopropane-carbonyl chloride (cis/trans mixture). After the addition of 2 drops of concentrated sulphuric acid, the reaction mixture is refluxed for one hour. Excess ethanol is subsequently distilled off, and the residue is dried and distilled under reduced pressure. In this manner, 18.4 g (85% of theory) of ethyl 2-fluoro-1-methyl-cyclopropanecarboxylate (cis/trans mixture) are obtained in t...